Dataset: the Open Reaction Database (ORD), a public repository of structured organic reaction records. Task: describe an organic reaction: reactants, conditions, products, and yield Reactants: COc1ccc(-c2coc3cc(OCC4CO4)ccc3c2=O)cc1OC, CCO, NC1CCCCC1. The product is COc1ccc(-c2coc3cc(OCC(O)CNC4CCCCC4)ccc3c2=O)cc1OC. Reaction SMILES: [CH3:1][O:2][c:3]1[cH:4][c:5](-[c:11]2[cH:12][o:13][c:14]3[cH:15][c:16]([O:22][CH2:23][CH:24]4[O:25][CH2:26]4)[cH:17][cH:18][c:19]3[c:20]2=[O:21])[cH:6][cH:7][c:8]1[O:9][CH3:10].[CH3:34][CH2:35][OH:36].[NH2:27][CH:28]1[CH2:29][CH2:30][CH2:31][CH2:32][CH2:33]1>>[CH3:1][O:2][c:3]1[cH:4][c:5](-[c:11]2[cH:12][o:13][c:14]3[cH:15][c:16]([O:22][CH2:23][CH:24]([OH:25])[CH2:26][NH:27][CH:28]4[CH2:29][CH2:30][CH2:31][CH2:32][CH2:33]4)[cH:17][cH:18][c:19]3[c:20]2=[O:21])[cH:6][cH:7][c:8]1[O:9][CH3:10]. As a reaction SMILES: [Br:20][CH2:21][c:22]1[c:23]([Cl:28])[cH:24][cH:25][cH:26][cH:27]1.[Cl:3][c:4]1[c:5]([C:6]#[N:7])[cH:8][cH:9][c:10]([NH:12][CH:13]2[CH2:14][N:15]([CH3:19])[C:16](=[O:18])[CH2:17]2)[cH:11]1.[H-:2].[Na+:1].[O:29]=[CH:30][N:31]([CH3:32])[CH3:33]>>[Cl:3][c:4]1[c:5]([C:6]#[N:7])[cH:8][cH:9][c:10]([N:12]([CH:13]2[CH2:14][N:15]([CH3:19])[C:16](=[O:18])[CH2:17]2)[CH2:21][c:22]2[c:23]([Cl:28])[cH:24][cH:25][cH:26][cH:27]2)[cH:11]1. The reactants are Clc1ccccc1CBr, CN1CC(Nc2ccc(C#N)c(Cl)c2)CC1=O, [H-], [Na+], CN(C)C=O. Yields the product CN1CC(N(Cc2ccccc2Cl)c2ccc(C#N)c(Cl)c2)CC1=O. Starting materials: CN(C(=O)C1=C(C=CC(=C1)I)NC(=O)C=1C(=CC=CC1)C1=CC=C(C=C1)C(F)(F)F)C (4′-trifluoromethylbiphenyl-2-carboxylic acid (2-dimethylcarbamoyl-4-iodophenyl)amide), C(CCC)C(=C(CCCC)CCCC)[Sn] (tributylvinyltin), tetrakistriphenylphosphine palladium(0). Solvent: C1(=CC=CC=C1)C (toluene). Conditions: temperature 140 celsius, time 1.5 hour. Yields the product CN(C(=O)C1=C(C=CC(=C1)C=C)NC(=O)C=1C(=CC=CC1)C1=CC=C(C=C1)C(F)(F)F)C (4′-Trifluoromethylbiphenyl-2-carboxylic acid (2-dimethylcarbamoyl-4-vinylphenyl)amide). The yield is 72.8%. Reaction SMILES: [CH3:1][N:2]([CH3:31])[C:3]([C:5]1[CH:10]=[C:9](I)[CH:8]=[CH:7][C:6]=1[NH:12][C:13]([C:15]1[C:16]([C:21]2[CH:26]=[CH:25][C:24]([C:27]([F:30])([F:29])[F:28])=[CH:23][CH:22]=2)=[CH:17][CH:18]=[CH:19][CH:20]=1)=[O:14])=[O:4].[CH2:32](C([Sn])=C(CCCC)CCCC)[CH2:33]CC>C1(C)C=CC=CC=1>[CH3:1][N:2]([CH3:31])[C:3]([C:5]1[CH:10]=[C:9]([CH:32]=[CH2:33])[CH:8]=[CH:7][C:6]=1[NH:12][C:13]([C:15]1[C:16]([C:21]2[CH:26]=[CH:25][C:24]([C:27]([F:30])([F:29])[F:28])=[CH:23][CH:22]=2)=[CH:17][CH:18]=[CH:19][CH:20]=1)=[O:14])=[O:4] |^1:33|. Procedure details: To a solution of 4′-trifluoromethylbiphenyl-2-carboxylic acid (2-dimethylcarbamoyl-4-iodophenyl)amide (1.32 g) in toluene (15 mL) were added tributylvinyltin (935 mg) and tetrakistriphenylphosphine palladium(0) (142 mg), and the mixture was stirred at 140° C. for 1.5 hours under heating. The reaction solution was allowed to stand for cooling down to room temperature, and concentrated in vacuo. The residue was purified by column chromatography on silica gel (hexane:ethyl acetate=2:1, v/v) to give...